describe an organic reaction: reactants, conditions, products, and yield From a dataset of the Open Reaction Database (ORD), a public repository of structured organic reaction records. Reactants: [OH-].[Na+] (sodium hydroxide), Cl (HCl), C1(=CC=CC=C1)N=C=S (phenyl isothiocyanate), C(C1=CC=NC=C1)(=O)NN (isonicotinic acid hydrazide). Solvent: C(C)O (ethanol), O (water). Conditions: time 18 hour. Product: C1(=CC=CC=C1)N1C(=NN=C1C1=CC=NC=C1)S (4-Phenyl-5-(4-pyridinyl)-4H-1,2,4-triazole-3-thiol). As a reaction SMILES: [C:1]1([N:7]=[C:8]=[S:9])[CH:6]=[CH:5][CH:4]=[CH:3][CH:2]=1.[C:10]([NH:18][NH2:19])(=O)[C:11]1[CH:16]=[CH:15][N:14]=[CH:13][CH:12]=1.[OH-].[Na+].Cl>C(O)C.O>[C:1]1([N:7]2[C:10]([C:11]3[CH:16]=[CH:15][N:14]=[CH:13][CH:12]=3)=[N:18][N:19]=[C:8]2[SH:9])[CH:6]=[CH:5][CH:4]=[CH:3][CH:2]=1 |f:2.3|. Reported procedure: A one liter round bottomed flask, fitted with a reflux condenser, nitrogen inlet and magnetic stirrer bar, is charged with 40.5 g (0.30 mol) of phenyl isothiocyanate and 41.845 g (0.30 mol) of isonicotinic acid hydrazide in 300 ml of absolute ethanol. The mixture is heated to reflux for 3 hours. The resulting solid is filtered and washed with ethanol and then added to an aqueous solution of sodium hydroxide (prepared by dissolving 16.8 g, 0.42 mol, of sodium hydroxide in 240 ml of water). The mi... Reactants: [O-]P(=O)([O-])[O-].[K+].[K+].[K+] (potassium phosphate tribasic), resultant mixture, ClC1=NC2=CC=CC=C2C(=C1)Cl (2,4-dichloroquinoline), BrC=1C=CC2=C(CCC(NC2)=O)C1 (7-bromo-1,2,4,5-tetrahydro-3H-2-benzazepin-3-one), CC1(C2=CC=CC(=C2OC=2C(=CC=CC12)P(C1=CC=CC=C1)C1=CC=CC=C1)P(C1=CC=CC=C1)C1=CC=CC=C1)C (9,9-dimethyl-4,5-bis(diphenylphosphino)xanthene). The reagents and catalysts are C=1C=CC(=CC1)/C=C/C(=O)/C=C/C2=CC=CC=C2.C=1C=CC(=CC1)/C=C/C(=O)/C=C/C2=CC=CC=C2.C=1C=CC(=CC1)/C=C/C(=O)/C=C/C2=CC=CC=C2.[Pd].[Pd] (tris(dibenzylideneacetone)dipalladium(0)). Solvent: C(C)#N (acetonitrile), O1CCOCC1 (dioxane). Conditions: temperature 130 celsius. Product: BrC=1C=CC2=C(CCC(N(C2)C2=NC3=CC=CC=C3C(=C2)Cl)=O)C1 (7-Bromo-2-(4-chloroquinolin-2-yl)-1,2,4,5-tetrahydro-3H-2-benzazepin-3-one). Yield: 41.1%. RXN SMILES: Cl[C:2]1[CH:11]=[C:10]([Cl:12])[C:9]2[C:4](=[CH:5][CH:6]=[CH:7][CH:8]=2)[N:3]=1.[Br:13][C:14]1[CH:15]=[CH:16][C:17]2[CH2:23][NH:22][C:21](=[O:24])[CH2:20][CH2:19][C:18]=2[CH:25]=1.CC1(C)C2C=CC=C(P(C3C=CC=CC=3)C3C=CC=CC=3)C=2OC2C1=CC=CC=2P(C1C=CC=CC=1)C1C=CC=CC=1.[O-]P([O-])([O-])=O.[K+].[K+].[K+]>O1CCOCC1.C(#N)C.C1C=CC(/C=C/C(/C=C/C2C=CC=CC=2)=O)=CC=1.C1C=CC(/C=C/C(/C=C/C2C=CC=CC=2)=O)=CC=1.C1C=CC(/C=C/C(/C=C/C2C=CC=CC=2)=O)=CC=1.[Pd].[Pd]>[Br:13][C:14]1[CH:15]=[CH:16][C:17]2[CH2:23][N:22]([C:2]3[CH:11]=[C:10]([Cl:12])[C:9]4[C:4](=[CH:5][CH:6]=[CH:7][CH:8]=4)[N:3]=3)[C:21](=[O:24])[CH2:20][CH2:19][C:18]=2[CH:25]=1 |f:3.4.5.6,9.10.11.12.13|. Reported procedure: To a solution of 2,4-dichloroquinoline (196 mg, 1.0 mmol) in dioxane (4 mL) was added 7-bromo-1,2,4,5-tetrahydro-3H-2-benzazepin-3-one (161 mg, 1.0 mmol), followed by tris(dibenzylideneacetone)dipalladium(0) (28 mg, 0.03 mmol), 9,9-dimethyl-4,5-bis(diphenylphosphino)xanthene (65 mg, 0.11 mmol), and potassium phosphate tribasic (212 mg, 1.0 mmol). The resultant mixture was refilled with nitrogen and heated at 130° C. overnight. After cooled to room temperature, the mixture was diluted with aceton...